Dataset: the Open Reaction Database (ORD), a public repository of structured organic reaction records. Task: describe an organic reaction: reactants, conditions, products, and yield The reactants are C(=O)(OC)CC(C)C1=CC=C(C=C1)CC(C)NCC(C=1N=C(SC1)C(F)(F)F)O (N-[2-(4-(2-carbomethoxy-1-methylethyl)phenyl)-1-methyl-ethyl]-2-hydroxy-2-(2-trifluoromethyl-thiazol-4-yl)ethanamine), C(C=O)(=O)OC (methyl glyoxylate). Yields the product C(=O)(OC)C=C(C)C1=CC=C(C=C1)CC(C)N1C(OC(C1)C=1N=C(SC1)C(F)(F)F)C(=O)OC (Methyl 3-[2-(4-(2-carbomethoxy-1-methylethenyl)phenyl)-1-methylethyl]-5-(2-trifluoromethyl-thiazol-4-yl)-2-oxazolidine carboxylate). RXN SMILES: [C:1]([CH2:5][CH:6]([C:8]1[CH:13]=[CH:12][C:11]([CH2:14][CH:15]([NH:17][CH2:18][CH:19]([OH:29])[C:20]2[N:21]=[C:22]([C:25]([F:28])([F:27])[F:26])[S:23][CH:24]=2)[CH3:16])=[CH:10][CH:9]=1)[CH3:7])([O:3][CH3:4])=[O:2].[C:30]([O:34][CH3:35])(=[O:33])[CH:31]=O>>[C:1]([CH:5]=[C:6]([C:8]1[CH:9]=[CH:10][C:11]([CH2:14][CH:15]([N:17]2[CH2:18][CH:19]([C:20]3[N:21]=[C:22]([C:25]([F:27])([F:28])[F:26])[S:23][CH:24]=3)[O:29][CH:31]2[C:30]([O:34][CH3:35])=[O:33])[CH3:16])=[CH:12][CH:13]=1)[CH3:7])([O:3][CH3:4])=[O:2]. Reported procedure: Prepared by analogy to Example 18 by reaction of N-[2-(4-(2-carbomethoxy-1-methylethyl)phenyl)-1-methyl-ethyl]-2-hydroxy-2-(2-trifluoromethyl-thiazol-4-yl)ethanamine with methyl glyoxylate followed by purification of the base on a silica gel column using chloroform/petroleum ether/ethyl acetate =5:4.5:0.5 as eluant. As a reaction SMILES: [BH4-:20].[CH2:1]([c:2]1[cH:3][cH:4][cH:5][cH:6][cH:7]1)[O:8][N:9]=[C:10]([CH3:11])[c:12]1[cH:13][c:14]([CH:15]=[O:16])[cH:17][cH:18][cH:19]1.[CH3:24][OH:25].[Cl-:22].[NH4+:23].[Na+:21].[O:26]1[CH2:27][CH2:28][CH2:29][CH2:30]1>>[CH2:1]([c:2]1[cH:3][cH:4][cH:5][cH:6][cH:7]1)[O:8][N:9]=[C:10]([CH3:11])[c:12]1[cH:13][c:14]([CH2:15][OH:16])[cH:17][cH:18][cH:19]1. The product is CC(=NOCc1ccccc1)c1cccc(CO)c1. The reactants are [BH4-], CC(=NOCc1ccccc1)c1cccc(C=O)c1, CO, [Cl-], [NH4+], [Na+], C1CCOC1. Starting materials: IC1=NC(=CC=C1OC1=CC=NC2=CC(=C(C=C12)OC)OC)C (4-[(2-Iodo-6-methyl-3-pyridyl)oxy]-6,7-dimethoxyquinoline), IC1=NC(=CC=C1OC1=CC=NC2=CC(=C(C=C12)OC)OC)C (4-[(2-Iodo-6-methyl-3-pyridyl)oxy]-6,7-dimethoxyquinoline), C1(=CC=CC=C1)/C=C/B(O)O (trans-2-phenylvinylboronic acid), tetrakistriphenylphosphine palladium, C(O)([O-])=O.[Na+] (sodium hydrogencarbonate). Solvent: C1(=CC=CC=C1)C (toluene). Conditions: temperature 80 celsius, time 3 hour. Yields the product COC=1C=C2C(=CC=NC2=CC1OC)OC=1C(=NC(=CC1)C)C=CC1=CC=CC=C1 (6,7-Dimethoxy-4-(6-methyl-2-styryl-pyridin-3-yloxy)-quinoline). The yield is 66.9%. RXN SMILES: I[C:2]1[C:7]([O:8][C:9]2[C:18]3[C:13](=[CH:14][C:15]([O:21][CH3:22])=[C:16]([O:19][CH3:20])[CH:17]=3)[N:12]=[CH:11][CH:10]=2)=[CH:6][CH:5]=[C:4]([CH3:23])[N:3]=1.[C:24]1(/[CH:30]=[CH:31]/B(O)O)[CH:29]=[CH:28][CH:27]=[CH:26][CH:25]=1.C(=O)([O-])O.[Na+]>C1(C)C=CC=CC=1>[CH3:20][O:19][C:16]1[CH:17]=[C:18]2[C:13](=[CH:14][C:15]=1[O:21][CH3:22])[N:12]=[CH:11][CH:10]=[C:9]2[O:8][C:7]1[C:2]([CH:31]=[CH:30][C:24]2[CH:29]=[CH:28][CH:27]=[CH:26][CH:25]=2)=[N:3][C:4]([CH3:23])=[CH:5][CH:6]=1 |f:2.3|. Reported procedure: 4-[(2-Iodo-6-methyl-3-pyridyl)oxy]-6,7-dimethoxyquinoline (compound 116) (84 mg), trans-2-phenylvinylboronic acid (148 mg), and tetrakistriphenylphosphine palladium (12 mg) were dissolved in toluene (1 ml) to prepare a solution. A saturated aqueous sodium hydrogencarbonate solution (1 ml) was added to the solution, and the mixture was stirred at 80° C. for 3 hr. The reaction solution was filtered, and the solvent was then removed by distillation under the reduced pressure. The residue was purifi... Reactants: [Cl-].[NH4+] (ammonium chloride), [Si](C)(C)(C(C)(C)C)OC1=C2C(OCC2=C(C(=C1CC=O)OC)C)=O (2-(4-tert-butyldimethylsilyloxy-1,3-dihydro-6-methoxy-7-methyl-3-oxoisobenzofuran-5-yl)-acetaldehyde), C(C=C)[Mg]Br (2-propenylmagnesium bromide). Run in C1CCOC1 (THF), C1CCOC1 (THF). Reaction conditions: time 15 minute. Product: [Si](C)(C)(C(C)(C)C)OC1=C2C(OCC2=C(C(=C1CC(C(=C)C)O)OC)C)=O (4-(4-tert-butyldimethylsilyloxy-1,3-dihydro-6-methoxy-7-methyl-3-oxoisobenzofuran-5-yl)-3-hydroxy-2-methylbut-1-ene). As a reaction SMILES: [Si:1]([O:8][C:9]1[C:17]([CH2:18][CH:19]=[O:20])=[C:16]([O:21][CH3:22])[C:15]([CH3:23])=[C:14]2[C:10]=1[C:11](=[O:24])[O:12][CH2:13]2)([C:4]([CH3:7])([CH3:6])[CH3:5])([CH3:3])[CH3:2].[CH2:25]([Mg]Br)[CH:26]=[CH2:27].[Cl-].[NH4+]>C1COCC1>[Si:1]([O:8][C:9]1[C:17]([CH2:18][CH:19]([OH:20])[C:26]([CH3:27])=[CH2:25])=[C:16]([O:21][CH3:22])[C:15]([CH3:23])=[C:14]2[C:10]=1[C:11](=[O:24])[O:12][CH2:13]2)([C:4]([CH3:7])([CH3:6])[CH3:5])([CH3:3])[CH3:2] |f:2.3|. Procedure details: To a solution of 2-(4-tert-butyldimethylsilyloxy-1,3-dihydro-6-methoxy-7-methyl-3-oxoisobenzofuran-5-yl)-acetaldehyde (5.25g) in THF (70 ml) at -70° C. was added 1N 2-propenylmagnesium bromide in THF (19 ml). The solution was kept at -40° C. for 15 minutes, then saturated aqueous ammonium chloride (80 ml) was added. The mixture was extracted with ether, and the extract dried and evaporated, to give 4-(4-tert-butyldimethylsilyloxy-1,3-dihydro-6-methoxy-7-methyl-3-oxoisobenzofuran-5-yl)-3-hydroxy-... The reactants are C(=O)(O)[O-].[Na+] (NaHCO3), BrC1=C(N)C(=CC(=C1F)F)[N+](=O)[O-] (2-bromo-3,4-difluoro-6-nitroaniline), O.O.Cl[Sn]Cl (SnCl2.2H2O), C(C)O (ethanol). Run in C(C)(=O)OCC (ethyl acetate), C(C)(=O)OCC (ethyl acetate), hexanes. The product is BrC=1C(=C(C=C(C1F)F)N)N (3-Bromo-4,5-difluoro-1,2-diaminobenzene). Reaction SMILES: [Br:1][C:2]1[C:8]([F:9])=[C:7]([F:10])[CH:6]=[C:5]([N+:11]([O-])=O)[C:3]=1[NH2:4].O.O.Cl[Sn]Cl.C(O)C.C([O-])(O)=O.[Na+]>C(OCC)(=O)C>[Br:1][C:2]1[C:3]([NH2:4])=[C:5]([NH2:11])[CH:6]=[C:7]([F:10])[C:8]=1[F:9] |f:1.2.3,5.6|. Procedure: 3-Bromo-4,5-difluoro-1,2-diaminobenzene was prepared using an adaptation of the method of Bellamy et al. (Bellamy, F. D. et al., Tetrahedron Lett. 25: 839 (1984)). A mixture of 2-bromo-3,4-difluoro-6-nitroaniline (700 mg, 2.78 mmol) and SnCl2.2H2O (3.14 g, 13.9 mmol) dissolved in 7 mL ethyl acetate and 3 mL absolute ethanol under N2 was heated at 75 ° C. for 2 h. All the starting material had reacted as evidenced by TLC (silica gel, 2:1 hexanes:ethyl acetate). The reaction was allowed to cool to... Yields the product CCc1cc(Br)cc(CC)c1[N+]#N, F[B-](F)(F)F. Reactants: CCc1cc(Br)cc(CC)c1N, CCO, F[B-](F)(F)F, [H+], CC(C)(C)ON=O. Reaction SMILES: [Br:1][c:2]1[cH:3][c:4]([CH2:11][CH3:12])[c:5]([NH2:6])[c:7]([CH2:9][CH3:10])[cH:8]1.[CH3:26][CH2:27][OH:28].[F:14][B-:15]([F:16])([F:17])[F:18].[H+:13].[N:19]([O:20][C:21]([CH3:22])([CH3:23])[CH3:24])=[O:25]>>[Br:1][c:2]1[cH:3][c:4]([CH2:11][CH3:12])[c:5]([N+:6]#[N:19])[c:7]([CH2:9][CH3:10])[cH:8]1.[F:14][B-:15]([F:16])([F:17])[F:18]. The reactants are C(CC(=O)C)(=O)N[C@@H](CC(=O)O)C(=O)O (N-acetoacetyl-L-aspartic acid), CC(CC)=O (2-butanone), C(C)(=O)OC(C)=O (acetic anhydride), [O-2].[Mg+2] (magnesium oxide). The solvent is C(C)(=O)O (acetic acid). Reaction conditions: time 90 minute. The product is 17.3, C(CC(=O)C)(=O)N[C@H]1CC(=O)OC1=O (N-aceto-acetyl-L-aspartic anhydride). RXN SMILES: [C:1]([NH:7][C@H:8]([C:13]([OH:15])=[O:14])[CH2:9][C:10]([OH:12])=O)(=[O:6])[CH2:2][C:3]([CH3:5])=[O:4].CC(=O)CC.C(OC(=O)C)(=O)C.[O-2].[Mg+2]>C(O)(=O)C>[C:1]([NH:7][C@@H:8]1[C:13](=[O:14])[O:15][C:10](=[O:12])[CH2:9]1)(=[O:6])[CH2:2][C:3]([CH3:5])=[O:4] |f:3.4|. Reported procedure: N-acetoacetyl-L-aspartic acid, 21.7 parts, was mixed with 25 parts by volume of 2-butanone and 10.8 parts acetic anhydride. A solution of 0.056 parts magnesium oxide in 2.0 parts by volume of glacial acetic acid was added and the mixture was stirred at room temperature for 90 minutes. The solid was collected on a filter under nitrogen, rinsed with 2-butanone, and dried at 0.1 mm to afford 17.3 parts N-aceto-acetyl-L-aspartic anhydride.